describe an organic reaction: reactants, conditions, products, and yield From a dataset of the Open Reaction Database (ORD), a public repository of structured organic reaction records. Starting materials: CCOC(C)=O, CCCCCCC, Cl, O=C1N(c2ccc(C3CC(F)(F)C3)cc2)CCC12CCC1(CC2)OCCO1. Yields the product O=C1CCC2(CC1)CCN(c1ccc(C3CC(F)(F)C3)cc1)C2=O. As a reaction SMILES: [CH3:29][CH2:30][O:31][C:32]([CH3:33])=[O:34].[CH3:35][CH2:36][CH2:37][CH2:38][CH2:39][CH2:40][CH3:41].[ClH:28].[F:1][C:2]1([F:27])[CH2:3][CH:4]([c:6]2[cH:7][cH:8][c:9]([N:12]3[C:13](=[O:26])[C:14]4([CH2:15][CH2:16][C:17]5([O:18][CH2:21][CH2:20][O:19]5)[CH2:22][CH2:23]4)[CH2:24][CH2:25]3)[cH:10][cH:11]2)[CH2:5]1>>[F:1][C:2]1([F:27])[CH2:3][CH:4]([c:6]2[cH:7][cH:8][c:9]([N:12]3[C:13](=[O:26])[C:14]4([CH2:15][CH2:16][C:17](=[O:18])[CH2:22][CH2:23]4)[CH2:24][CH2:25]3)[cH:10][cH:11]2)[CH2:5]1. Starting materials: CCCN1CCC(N2CCc3cc(OC)c([N+](=O)[O-])cc3C2)CC1, CO, [Cl-], [Cl-], [Cl-], [Fe+3], NN, O. Yields the product CCCN1CCC(N2CCc3cc(OC)c(N)cc3C2)CC1. RXN SMILES: [CH3:1][O:2][c:3]1[cH:4][c:5]2[c:10]([cH:11][c:12]1[N+:13]([O-:14])=[O:15])[CH2:9][N:8]([CH:16]1[CH2:17][CH2:18][N:19]([CH2:22][CH2:23][CH3:24])[CH2:20][CH2:21]1)[CH2:7][CH2:6]2.[CH3:32][OH:33].[Cl-:28].[Cl-:30].[Cl-:31].[Fe+3:29].[NH2:26][NH2:27].[OH2:25]>>[CH3:1][O:2][c:3]1[cH:4][c:5]2[c:10]([cH:11][c:12]1[NH2:13])[CH2:9][N:8]([CH:16]1[CH2:17][CH2:18][N:19]([CH2:22][CH2:23][CH3:24])[CH2:20][CH2:21]1)[CH2:7][CH2:6]2. Reactants: CC=1N=C2N(C=CC=3[C@H]([C@]([C@H](NC23)C2=CC=CC=C2)(O)C)O)C1C ((7R,8S,9R)-2,3,8-trimethyl-7,8-dihydroxy-9-phenyl-7,8,9,10-tetrahydroimidazo[1,2-h][1,7]naphthyridine), S(O)(O)(=O)=O (sulfuric acid), COCCO (2-methoxyethanol), C(O)([O-])=O.[Na+] (sodium hydrogencarbonate), ClCCl (dichloromethane). Conditions: temperature 60 celsius, time 40 hour. The product is CC=1N=C2N(C=CC=3[C@@H]([C@]([C@H](NC23)C2=CC=CC=C2)(O)C)OCCOC)C1C ((7S,8S,9R)-2,3,8-Trimethyl-7-(2-methoxyethoxy)-8-hydroxy-9-phenyl-7,8,9,10-tetrahydroimidazo[1,2-h][1,7]naphthyridine). Reaction SMILES: [CH3:1][C:2]1[N:3]=[C:4]2[C:13]3[NH:12][C@H:11]([C:14]4[CH:19]=[CH:18][CH:17]=[CH:16][CH:15]=4)[C@:10]([CH3:21])([OH:20])[C@H:9]([OH:22])[C:8]=3[CH:7]=[CH:6][N:5]2[C:23]=1[CH3:24].S(=O)(=O)(O)O.C(=O)([O-])O.[Na+].ClCCl.[CH3:38][O:39][CH2:40][CH2:41]O>>[CH3:1][C:2]1[N:3]=[C:4]2[C:13]3[NH:12][C@H:11]([C:14]4[CH:19]=[CH:18][CH:17]=[CH:16][CH:15]=4)[C@:10]([CH3:21])([OH:20])[C@@H:9]([O:22][CH2:41][CH2:40][O:39][CH3:38])[C:8]=3[CH:7]=[CH:6][N:5]2[C:23]=1[CH3:24] |f:2.3|. Procedure details: A mixture of 0.5 g of (7R,8S,9R)-2,3,8-trimethyl-7,8-dihydroxy-9-phenyl-7,8,9,10-tetrahydroimidazo[1,2-h][1,7]naphthyridine and 0.2 ml of conc. sulfuric acid in 10 ml of 2-methoxyethanol is heated at an oil bath temperature of 60° C. for 24 h and then stirred at room temperature for 40 h. The reaction solution is poured into a mixture of 50 ml of saturated aqueous sodium hydrogencarbonate solution and 50 ml of dichloromethane and vigorously stirred. After separating off the organic phase, the aq... Yields the product BrC1=CC(=C(C=C1)CC(=O)O)C(=O)O (4-bromo-2-carboxyphenylacetic acid). The solvent is O (water), O (Water). As a reaction SMILES: [C:1]([C:4]1[CH:9]=[C:8]([N+]([O-])=O)[CH:7]=[CH:6][C:5]=1[CH2:13][C:14]([OH:16])=[O:15])([OH:3])=[O:2].N([O-])=O.[Na+].[BrH:21]>[Pd].O>[Br:21][C:8]1[CH:7]=[CH:6][C:5]([CH2:13][C:14]([OH:16])=[O:15])=[C:4]([C:1]([OH:3])=[O:2])[CH:9]=1 |f:1.2|. Procedure details: A mixture of 2-carboxy-4-nitrophenylacetic acid (described by H. E. Ungnade et al., J. Org. Chem., 10, 533 (1945), 50 g, 0.22 mol) and 5% palladium on carbon (5 g) is rapidly stirred under an atmosphere of hydrogen until the nitro group is reduced. Water (300 ml) is added and the mixture is warmed to dissolve the precipitate. The mixture is filtered through diatomaceous earth. The filtrate is evaporated and 375 ml of 2 N hydrobromic acid is added. The resulting solution is cooled in an ice-bath ... The reagents and catalysts are [Pd] (palladium on carbon). Starting materials: N(=O)[O-].[Na+] (Sodium nitrite), C(=O)(O)C1=C(C=CC(=C1)[N+](=O)[O-])CC(=O)O (2-carboxy-4-nitrophenylacetic acid), cuprous bromide, Br (hydrobromic acid).